This data is from the Open Reaction Database (ORD), a public repository of structured organic reaction records. The task is: describe an organic reaction: reactants, conditions, products, and yield The reactants are [BH4-], COc1c(C(C)=O)cc2c(c1Br)C(C)(C)CCC2, CCO, [Na+]. Yields the product COc1c(C(C)O)cc2c(c1Br)C(C)(C)CCC2. Reaction SMILES: [BH4-:19].[Br:1][c:2]1[c:3]([O:17][CH3:18])[c:4]([C:14]([CH3:15])=[O:16])[cH:5][c:6]2[c:11]1[C:10]([CH3:12])([CH3:13])[CH2:9][CH2:8][CH2:7]2.[CH3:21][CH2:22][OH:23].[Na+:20]>>[Br:1][c:2]1[c:3]([O:17][CH3:18])[c:4]([CH:14]([CH3:15])[OH:16])[cH:5][c:6]2[c:11]1[C:10]([CH3:12])([CH3:13])[CH2:9][CH2:8][CH2:7]2. Reactants: CCN1C(=O)C(C)(C)C(=O)N(C)c2cc(OCCCNCCc3cccnc3)ccc21, CC(=O)O, ClCCCl, ClCCl, O=Cc1ccncc1. Yields the product CCN1C(=O)C(C)(C)C(=O)N(C)c2cc(OCCCN(CCc3cccnc3)Cc3ccncc3)ccc21. RXN SMILES: [CH2:17]([CH3:18])[N:19]1[c:20]2[c:21]([cH:31][c:32]([O:35][CH2:36][CH2:37][CH2:38][NH:39][CH2:40][CH2:41][c:42]3[cH:43][n:44][cH:45][cH:46][cH:47]3)[cH:33][cH:34]2)[N:22]([CH3:30])[C:23](=[O:29])[C:24]([CH3:27])([CH3:28])[C:25]1=[O:26].[CH3:9][C:10](=[O:11])[OH:12].[Cl:13][CH2:14][CH2:15][Cl:16].[Cl:48][CH2:49][Cl:50].[n:1]1[cH:2][cH:3][c:4]([CH:7]=[O:8])[cH:5][cH:6]1>>[n:1]1[cH:2][cH:3][c:4]([CH2:7][N:39]([CH2:38][CH2:37][CH2:36][O:35][c:32]2[cH:31][c:21]3[c:20]([cH:34][cH:33]2)[N:19]([CH2:17][CH3:18])[C:25](=[O:26])[C:24]([CH3:27])([CH3:28])[C:23](=[O:29])[N:22]3[CH3:30])[CH2:40][CH2:41][c:42]2[cH:43][n:44][cH:45][cH:46][cH:47]2)[cH:5][cH:6]1. Starting materials: CN1C(=NC=C1C=O)[N+](=O)[O-] (1-methyl-2-nitro-5-imidazolecarboxaldehyde), Cl.CNO (N-methylhydroxylamine hydrochloride), C([O-])(O)=O.[Na+] (sodium bicarbonate). The solvent is C(C)O (ethanol). The product is CN1C(=NC=C1C=[N+]([O-])C)[N+](=O)[O-] (α-(1-Methyl-2-nitroimidazole-5-yl)-N-methylnitrone). Reaction SMILES: [CH3:1][N:2]1[C:6]([CH:7]=O)=[CH:5][N:4]=[C:3]1[N+:9]([O-:11])=[O:10].Cl.[CH3:13][NH:14][OH:15].C(=O)(O)[O-].[Na+]>C(O)C>[CH3:1][N:2]1[C:6]([CH:7]=[N+:14]([CH3:13])[O-:15])=[CH:5][N:4]=[C:3]1[N+:9]([O-:11])=[O:10] |f:1.2,3.4|. Procedure: A mixture of 0.250 g. of 1-methyl-2-nitro-5-imidazolecarboxaldehyde, 0.150 g. of N-methylhydroxylamine hydrochloride and 0.150 g. of sodium bicarbonate is refluxed in 80 ml. of anhydrous ethanol for 2 hours and after filtration is concentrated to small volume. The title compound crystallizes on cooling. Yield: 0.24 g. m.p. 208° -209° C. Reactants: ClC1=NC=CC=C1C#N (2-chloro-3-cyanopyridine), CCN(C(C)C)C(C)C (DIEA), ClC=1C=C(C=CC1)S(=O)(=O)C1CCNCC1 (4-[(3-chlorophenyl)sulfonyl]piperidine). Solvent: O1CCOCC1 (1,4-dioxane). The product is ClC=1C=C(C=CC1)S(=O)(=O)C1CCN(CC1)C1=C(C#N)C=CC=N1 (2-{4-[(3-chlorophenyl)sulfonyl]piperidin-1-yl}nicotinonitrile). Isolated yield 66.2%. As a reaction SMILES: [Cl:1][C:2]1[CH:3]=[C:4]([S:8]([CH:11]2[CH2:16][CH2:15][NH:14][CH2:13][CH2:12]2)(=[O:10])=[O:9])[CH:5]=[CH:6][CH:7]=1.Cl[C:18]1[C:23]([C:24]#[N:25])=[CH:22][CH:21]=[CH:20][N:19]=1.CCN(C(C)C)C(C)C>O1CCOCC1>[Cl:1][C:2]1[CH:3]=[C:4]([S:8]([CH:11]2[CH2:16][CH2:15][N:14]([C:18]3[N:19]=[CH:20][CH:21]=[CH:22][C:23]=3[C:24]#[N:25])[CH2:13][CH2:12]2)(=[O:10])=[O:9])[CH:5]=[CH:6][CH:7]=1. Reported procedure: Using the procedure from Example 7A, 4-[(3-chlorophenyl)sulfonyl]piperidine (100 mg, 0.38 mmol) was reacted with 2-chloro-3-cyanopyridine (108 mg, 0.76 mmol), DIEA (0.2 ml, 1.14) and 1,4-dioxane (0.3 ml) to afford the title compound (91 mg), a yellow solid, in 62% yield. The reactants are O=c1[nH]c2ccccc2n1CCBr, CC(=O)CC(C)C, [I-], [Na+], [Na+], [Na+], O=C([O-])[O-], OC(c1ccccc1)(c1ccccc1)C1CCNCC1. The product is O=c1[nH]c2ccccc2n1CCN1CCC(C(O)(c2ccccc2)c2ccccc2)CC1. RXN SMILES: [Br:21][CH2:22][CH2:23][n:24]1[c:25](=[O:33])[nH:26][c:27]2[c:28]1[cH:29][cH:30][cH:31][cH:32]2.[CH2:42]([C:43]([CH3:44])=[O:45])[CH:46]([CH3:47])[CH3:48].[I-:41].[Na+:34].[Na+:35].[Na+:40].[O-:36][C:37](=[O:38])[O-:39].[c:1]1([C:7]([OH:8])([CH:9]2[CH2:10][CH2:11][NH:12][CH2:13][CH2:14]2)[c:15]2[cH:16][cH:17][cH:18][cH:19][cH:20]2)[cH:2][cH:3][cH:4][cH:5][cH:6]1>>[c:1]1([C:7]([OH:8])([CH:9]2[CH2:10][CH2:11][N:12]([CH2:22][CH2:23][n:24]3[c:25](=[O:33])[nH:26][c:27]4[c:28]3[cH:29][cH:30][cH:31][cH:32]4)[CH2:13][CH2:14]2)[c:15]2[cH:16][cH:17][cH:18][cH:19][cH:20]2)[cH:2][cH:3][cH:4][cH:5][cH:6]1.